Dataset: the Open Reaction Database (ORD), a public repository of structured organic reaction records. Task: describe an organic reaction: reactants, conditions, products, and yield The reactants are [BH4-], CO, ClCCl, O=Cc1cscc1S(=O)(=O)c1ccc2cc(-c3ccc(F)cc3)ccc2c1, [Na+]. Yields the product O=S(=O)(c1ccc2cc(-c3ccc(F)cc3)ccc2c1)c1cscc1CO. RXN SMILES: [BH4-:1].[CH3:30][OH:31].[Cl:32][CH2:33][Cl:34].[F:3][c:4]1[cH:5][cH:6][c:7](-[c:10]2[cH:11][c:12]3[cH:13][cH:14][c:15]([S:20](=[O:21])(=[O:22])[c:23]4[c:24]([CH:28]=[O:29])[cH:25][s:26][cH:27]4)[cH:16][c:17]3[cH:18][cH:19]2)[cH:8][cH:9]1.[Na+:2]>>[F:3][c:4]1[cH:5][cH:6][c:7](-[c:10]2[cH:11][c:12]3[cH:13][cH:14][c:15]([S:20](=[O:21])(=[O:22])[c:23]4[c:24]([CH2:28][OH:29])[cH:25][s:26][cH:27]4)[cH:16][c:17]3[cH:18][cH:19]2)[cH:8][cH:9]1. Starting materials: O=C([O-])[O-], CC(=O)[O-], CC(=O)[O-], COC(=O)c1cc(Cl)nc(S(C)(=O)=O)c1, Cc1ccccc1, NC1CCC1, [Cs+], [Cs+], [Pd+2], c1ccc(P(c2ccccc2)c2ccc3ccccc3c2-c2c(P(c3ccccc3)c3ccccc3)ccc3ccccc23)cc1. Product: COC(=O)c1cc(NC2CCC2)nc(S(C)(=O)=O)c1. As a reaction SMILES: [C:67](=[O:68])([O-:69])[O-:70].[C:80]([O-:81])(=[O:82])[CH3:83].[C:85]([O-:86])(=[O:87])[CH3:88].[CH3:6][O:7][C:8]([c:9]1[cH:10][c:11]([Cl:19])[n:12][c:13]([S:15](=[O:16])(=[O:17])[CH3:18])[cH:14]1)=[O:20].[CH3:73][c:74]1[cH:75][cH:76][cH:77][cH:78][cH:79]1.[CH:1]1([NH2:5])[CH2:2][CH2:3][CH2:4]1.[Cs+:71].[Cs+:72].[Pd+2:84].[c:21]1([P:22]([c:23]2[cH:24][cH:25][cH:26][cH:27][cH:28]2)[c:29]2[cH:30][cH:31][c:32]3[c:33]([cH:34][cH:35][cH:36][cH:37]3)[c:38]2-[c:39]2[c:40]3[c:41]([cH:42][cH:43][cH:44][cH:45]3)[cH:46][cH:47][c:48]2[P:49]([c:50]2[cH:51][cH:52][cH:53][cH:54][cH:55]2)[c:56]2[cH:57][cH:58][cH:59][cH:60][cH:61]2)[cH:62][cH:63][cH:64][cH:65][cH:66]1>>[CH:1]1([NH:5][c:11]2[cH:10][c:9]([C:8]([O:7][CH3:6])=[O:20])[cH:14][c:13]([S:15](=[O:16])(=[O:17])[CH3:18])[n:12]2)[CH2:2][CH2:3][CH2:4]1.